From a dataset of the Open Reaction Database (ORD), a public repository of structured organic reaction records. describe an organic reaction: reactants, conditions, products, and yield Starting materials: O=C([O-])[O-], CCCI, [K+], [K+], COC(=O)c1ccc(N)c(N)c1, CN(C)C=O. Yields the product CCCNc1cc(C(=O)OC)ccc1N. As a reaction SMILES: [C:13](=[O:14])([O-:15])[O-:16].[I:19][CH2:20][CH2:21][CH3:22].[K+:17].[K+:18].[NH2:1][c:2]1[cH:3][c:4]([C:5](=[O:6])[O:7][CH3:8])[cH:9][cH:10][c:11]1[NH2:12].[O:23]=[CH:24][N:25]([CH3:26])[CH3:27]>>[NH:1]([c:2]1[cH:3][c:4]([C:5](=[O:6])[O:7][CH3:8])[cH:9][cH:10][c:11]1[NH2:12])[CH2:20][CH2:21][CH3:22].